The task is: describe an organic reaction: reactants, conditions, products, and yield. This data is from the Open Reaction Database (ORD), a public repository of structured organic reaction records. Starting materials: ClC1=CC=C(C=C1)C1CCCC(N1C1=CC=C(C=C1)OC)=O (6-(4-chlorophenyl)-1-(4-methoxyphenyl)-2-piperidone), C(C)S (ethanethiol), [Cl-].[Al+3].[Cl-].[Cl-] (aluminum chloride). The solvent is C(Cl)Cl (methylene chloride). Reaction conditions: time 1 hour. The product is ClC1=CC=C(C=C1)C1CCCC(N1C1=CC=C(C=C1)O)=O (6-(4-chlorophenyl)-1-(4-hydroxyphenyl)-2-piperidone). Isolated yield 97.6%. As a reaction SMILES: [Cl:1][C:2]1[CH:7]=[CH:6][C:5]([CH:8]2[N:13]([C:14]3[CH:19]=[CH:18][C:17]([O:20]C)=[CH:16][CH:15]=3)[C:12](=[O:22])[CH2:11][CH2:10][CH2:9]2)=[CH:4][CH:3]=1.C(S)C.[Cl-].[Al+3].[Cl-].[Cl-]>C(Cl)Cl>[Cl:1][C:2]1[CH:3]=[CH:4][C:5]([CH:8]2[N:13]([C:14]3[CH:19]=[CH:18][C:17]([OH:20])=[CH:16][CH:15]=3)[C:12](=[O:22])[CH2:11][CH2:10][CH2:9]2)=[CH:6][CH:7]=1 |f:2.3.4.5|. Procedure details: To a stirred mixture of 2.95 g of 6-(4-chlorophenyl)-1-(4-methoxyphenyl)-2-piperidone, 3 ml of ethanethiol, and 50 ml of methylene chloride was added, under ice-cooling 5.06 g of anhydrous aluminum chloride. After stirring at room temperature for 1 hour, the mixture was poured into ice-cold water and extracted with chloroform. The extract was washed with an aqueous sodium hydrogen carbonate solution and a saturated aqueous sodium chloride solution, dried, and concentrated. The residue was recrys... RXN SMILES: [Br:1][C:2]1[CH:3]=[N:4][CH:5]=[CH:6][C:7]=1[CH3:8].[Mn]([O-])(=O)(=O)=[O:10].[K+].[OH2:15]>>[Br:1][C:2]1[CH:3]=[N:4][CH:5]=[CH:6][C:7]=1[C:8]([OH:10])=[O:15] |f:1.2|. The reactants are BrC=1C=NC=CC1C (3-bromo-4-picoline), [Mn](=O)(=O)(=O)[O-].[K+] (potassium permanganate), O (water). Procedure: 12.9 g (75 mmole) of 3-bromo-4-picoline was added to a purple solution of 23.7 g (0.15 mole) of potassium permanganate in 600 mL of water. This mixture was vigorously stirred 36 hrs. at 45° C. The resulting black solid was filtered and washed with 4×50 mL of hot water. The filtrate was concentrated to ~50 mL. A viscous liquid with black solid resulted. This was filtered through celite, which was washed with 3×20 mL of water. 150 mL of ice cold 2N hydrochloric acid was added. The resulting volumi... Conditions: time 36 hour. Product: BrC1=C(C(=O)O)C=CN=C1 (3-bromoisonicotinic acid). The reactants are C(C(=O)Cl)(=O)Cl (Oxalyl chloride), CC1=CC=C(OCC(=O)O)C=C1 (4-methylphenoxyacetic acid). The reagents and catalysts are CN(C=O)C (N,N-dimethylformamide). The solvent is ClCCl (dichloromethane). Reaction conditions: time 1.5 hour. Yields the product CC1=CC=C(OCC(=O)Cl)C=C1 (4-methylphenoxyacetyl chloride). Reaction SMILES: [C:1]([Cl:6])(=[O:5])[C:2](Cl)=[O:3].[CH3:7][C:8]1[CH:18]=[CH:17][C:11](OCC(O)=O)=[CH:10][CH:9]=1>CN(C)C=O.ClCCl>[CH3:7][C:8]1[CH:18]=[CH:17][C:11]([O:3][CH2:2][C:1]([Cl:6])=[O:5])=[CH:10][CH:9]=1. Procedure details: Oxalyl chloride (8.83 ml) and N,N-dimethylformamide (3 drops) were added at room temperature to a solution of 4-methylphenoxyacetic acid (6.73 g) in dichloromethane (70 ml), and the reaction mixture was stirred for 1.5 hours. The reaction solution was concentrated under reduced pressure, then the resulting acidic gas was removed as the toluene azeotrope, and the product was dried under reduced pressure to give 4-methylphenoxyacetyl chloride. A 1.61N solution of n-butyl lithium in hexane (25.2 ml... Starting materials: COC1=CC=C(C=C1)CC(=O)O (4-methoxyphenyl acetic acid), NC1=NC=C(C=C1)C (2-amino-5-picoline). The product is COC1=CC=C(C=C1)CCNC1=NC=C(C=C1)C (N-[2-(4-Methoxyphenyl)ethyl]-5-methylpyridin-2-amine). Reaction SMILES: [CH3:1][O:2][C:3]1[CH:8]=[CH:7][C:6]([CH2:9][C:10](O)=O)=[CH:5][CH:4]=1.[NH2:13][C:14]1[CH:19]=[CH:18][C:17]([CH3:20])=[CH:16][N:15]=1>>[CH3:1][O:2][C:3]1[CH:8]=[CH:7][C:6]([CH2:9][CH2:10][NH:13][C:14]2[CH:19]=[CH:18][C:17]([CH3:20])=[CH:16][N:15]=2)=[CH:5][CH:4]=1. Reported procedure: Similarly prepared from 4-methoxyphenyl acetic acid and 2-amino-5-picoline. The reactants are BrC1=CC=C2CCC(C2=C1)O (6-bromoindanol), N1CCCC1 (pyrrolidine). Product: BrC1=CC=C2CCC(C2=C1)N1CCCC1 (1-(6-Bromo-2,3-dihydro-1H-inden-1-yl)pyrrolidine). The yield is 52.7%. As a reaction SMILES: [Br:1][C:2]1[CH:10]=[C:9]2[C:5]([CH2:6][CH2:7][CH:8]2O)=[CH:4][CH:3]=1.[NH:12]1[CH2:16][CH2:15][CH2:14][CH2:13]1>>[Br:1][C:2]1[CH:10]=[C:9]2[C:5]([CH2:6][CH2:7][CH:8]2[N:12]2[CH2:16][CH2:15][CH2:14][CH2:13]2)=[CH:4][CH:3]=1. Procedure: 6-bromoindanol (0.3 g, 1.39 mmol) was subjected to the same conditions as 104, part A by substituting methylamine with pyrrolidine (1.16 mL, 14 mmol) to yield the title compound (0.195 g, 52%). 1H NMR (CDCl3): 7.4 (s, 1H), 7.25 (d, 1H), 7.0 (d, 1H), 4.1 (t, 1H), 2.9 (m, 1H), 2.6 (m, 1H), 2.55 (m, 4H), 2.1 (m, 2H), 1.7 (brs, 4H). Reactants: C1=NC=CC2=CC=CC(=C12)CCCN1C(C2=CC=CC=C2C1=O)=O ([3-(8-isoquinolinyl) propyl]-1H-isoindole-1,3-(2H)-dione), O.NN (hydrazine hydrate). Run in C(C)O (ethanol). The product is C1=NC=CC2=CC=CC(=C12)CCCN (8-isoquinolinepropanamine). Isolated yield 100.5%. As a reaction SMILES: [CH:1]1[C:10]2[C:5](=[CH:6][CH:7]=[CH:8][C:9]=2[CH2:11][CH2:12][CH2:13][N:14]2C(=O)C3C(=CC=CC=3)C2=O)[CH:4]=[CH:3][N:2]=1.O.NN>C(O)C>[CH:1]1[C:10]2[C:5](=[CH:6][CH:7]=[CH:8][C:9]=2[CH2:11][CH2:12][CH2:13][NH2:14])[CH:4]=[CH:3][N:2]=1 |f:1.2|. Procedure details: To a refluxing solution of 0.174 g of [3-(8-isoquinolinyl) propyl]-1H-isoindole-1,3-(2H)-dione in 8 mL of ethanol was added 0.12 mL of hydrazine hydrate and the reaction was stirred at reflux for 5.5 hours. The solvent was removed under reduced pressure and the residue was triturated with chloroform. The chloroform extract was concentrated to an oil which was passed through a short column of silica gel (chloroform-methanoltriethylamine; 1:4:15) to yield 0.103 g of 8-isoquinolinepropanamine as an... Reactants: CCOC(=O)N=NC(=O)OCC, C1CCOC1, O, CC(C)(CO)C(=O)OCc1ccccc1, O=Cc1ccc(O)cc1, c1ccc(P(c2ccccc2)c2ccccc2)cc1. The product is CC(C)(COc1ccc(C=O)cc1)C(=O)OCc1ccccc1. As a reaction SMILES: [O:44]=[C:45]([O:46][CH2:47][CH3:48])[N:49]=[N:50][C:51]([O:52][CH2:53][CH3:54])=[O:55].[O:56]1[CH2:57][CH2:58][CH2:59][CH2:60]1.[OH2:61].[OH:10][CH2:11][C:12]([C:13](=[O:14])[O:15][CH2:16][c:17]1[cH:18][cH:19][cH:20][cH:21][cH:22]1)([CH3:23])[CH3:24].[OH:1][c:2]1[cH:3][cH:4][c:5]([CH:6]=[O:7])[cH:8][cH:9]1.[c:25]1([P:26]([c:27]2[cH:28][cH:29][cH:30][cH:31][cH:32]2)[c:33]2[cH:34][cH:35][cH:36][cH:37][cH:38]2)[cH:39][cH:40][cH:41][cH:42][cH:43]1>>[O:1]([c:2]1[cH:3][cH:4][c:5]([CH:6]=[O:7])[cH:8][cH:9]1)[CH2:11][C:12]([C:13](=[O:14])[O:15][CH2:16][c:17]1[cH:18][cH:19][cH:20][cH:21][cH:22]1)([CH3:23])[CH3:24]. Starting materials: FC(C1=CC=C(C=C1)C1=NC(=NC=C1)NC1=CC=C(C=C1)S(=O)(=O)Cl)(F)F (4-({4-[4-(trifluoromethyl)phenyl]pyrimidin-2-yl}amino)benzenesulfonyl chloride), NCCCO (3-amino-1-propanol). Solvent: C(C)(=O)OCC (ethyl acetate). Reaction conditions: temperature 0 celsius. Product: OCCCNS(=O)(=O)C1=CC=C(C=C1)NC1=NC=CC(=N1)C1=CC=C(C=C1)C(F)(F)F (N-(3-hydroxypropyl)-4-({4-[4-(trifluoromethyl)phenyl]pyrimidin-2-yl}amino)benzenesulfonamide). Yield: 88.4%. RXN SMILES: [F:1][C:2]([F:27])([F:26])[C:3]1[CH:8]=[CH:7][C:6]([C:9]2[CH:14]=[CH:13][N:12]=[C:11]([NH:15][C:16]3[CH:21]=[CH:20][C:19]([S:22](Cl)(=[O:24])=[O:23])=[CH:18][CH:17]=3)[N:10]=2)=[CH:5][CH:4]=1.[NH2:28][CH2:29][CH2:30][CH2:31][OH:32]>C(OCC)(=O)C>[OH:32][CH2:31][CH2:30][CH2:29][NH:28][S:22]([C:19]1[CH:20]=[CH:21][C:16]([NH:15][C:11]2[N:10]=[C:9]([C:6]3[CH:7]=[CH:8][C:3]([C:2]([F:27])([F:26])[F:1])=[CH:4][CH:5]=3)[CH:14]=[CH:13][N:12]=2)=[CH:17][CH:18]=1)(=[O:24])=[O:23]. Reported procedure: To a solution of 4-({4-[4-(trifluoromethyl)phenyl]pyrimidin-2-yl}amino)benzenesulfonyl chloride (0.10 g, 0.25 mmol) in 2 ml of ethyl acetate is added 3-amino-1-propanol (0.19 g, 2.5 mmol) with stirring, at 0° C. The mixture is stirred at room temperature for 1 hr and then quenched with water (10 ml). The ethyl acetate is evaporated, the resulting suspension is filtered, and the precipitate is washed with water, and hexanes, and then dried in vacuo to give 0.10 g of a white solid; mp 204-205° C.;...